This data is from the Open Reaction Database (ORD), a public repository of structured organic reaction records. The task is: describe an organic reaction: reactants, conditions, products, and yield The reactants are ice water ether, C[Si](C)(C)C#C (trimethylsilylacetylene), 1,10-decyl dibromide, compound, [Mg] (magnesium), Grignard reagent, COC1=C(C=CC=C1)C=1OCC(N1)(C)C (2-(2-methoxyphenyl)-4,4-dimethyloxazoline), C(CCC)[Li] (n-butyl lithium), [Cl-].[NH4+] (ammonium chloride). Solvent: O1CCCC1 (tetrahydrofuran), O1CCCC1 (tetrahydrofuran), O1CCCC1 (tetrahydrofuran), CN(P(=O)(N(C)C)N(C)C)C (hexamethylphosphoramide), O1CCCC1 (tetrahydrofuran), O (water), CCOCC (ether). Reaction conditions: temperature -78 celsius, time 15 minute. Product: C[Si](C#CCCCCCCCCCCC1=C(C=CC=C1)C=1OCC(N1)(C)C)(C)C (2-(12-trimethylsilyl 11-dodecynylphenyl)-4,4-dimethyl-oxazoline). Reaction SMILES: [CH3:1][Si:2]([C:5]#[CH:6])([CH3:4])[CH3:3].[CH2:7]([Li])[CH2:8][CH2:9][CH3:10].[Mg].CO[C:15]1[CH:20]=[CH:19][CH:18]=[CH:17][C:16]=1[C:21]1[O:22][CH2:23][C:24]([CH3:27])([CH3:26])[N:25]=1.[Cl-].[NH4+]>O1CCCC1.O.CCOCC.CN(C)P(N(C)C)(N(C)C)=O>[CH3:1][Si:2]([CH3:4])([CH3:3])[C:5]#[C:6][CH2:10][CH2:9][CH2:8][CH2:7][CH2:19][CH2:20][CH2:15][CH2:16][CH2:17][CH2:18][C:15]1[CH:20]=[CH:19][CH:18]=[CH:17][C:16]=1[C:21]1[O:22][CH2:23][C:24]([CH3:27])([CH3:26])[N:25]=1 |f:4.5|. Reported procedure: To a solution of trimethylsilylacetylene (66.6 mmoles) in tetrahydrofuran (25 ml) cooled to -15° C., under argon, was added dropwise n-butyl lithium (25.6 ml, 2.6M in hexane). The resulting solution was stired for 15 minutes and hexamethylphosphoramide (25 ml) was added. After stirring for 15 minutes the solution was cooled further to -78° C. and 1,10-decyl dibromide (66.6 mmoles) in tetrahydrofuran (150 ml) was added all at once. The reaction mixture was allowed to warm to room temperature and ... Starting materials: Nc1ncc(C2=CCNCC2)nc1-c1nnc(-c2ccc(CBr)cc2)o1, CCC(=O)Cl, CCN(C(C)C)C(C)C, ClCCl. Yields the product CCC(=O)N1CC=C(c2cnc(N)c(-c3nnc(-c4ccc(CBr)cc4)o3)n2)CC1. Reaction SMILES: [Br:1][CH2:2][c:3]1[cH:4][cH:5][c:6](-[c:9]2[n:10][n:11][c:12](-[c:14]3[c:15]([NH2:26])[n:16][cH:17][c:18]([C:20]4=[CH:25][CH2:24][NH:23][CH2:22][CH2:21]4)[n:19]3)[o:13]2)[cH:7][cH:8]1.[C:36]([CH2:37][CH3:38])(=[O:39])[Cl:40].[CH:27]([N:28]([CH2:29][CH3:30])[CH:31]([CH3:32])[CH3:33])([CH3:34])[CH3:35].[Cl:41][CH2:42][Cl:43]>>[Br:1][CH2:2][c:3]1[cH:4][cH:5][c:6](-[c:9]2[n:10][n:11][c:12](-[c:14]3[c:15]([NH2:26])[n:16][cH:17][c:18]([C:20]4=[CH:25][CH2:24][N:23]([C:36]([CH2:37][CH3:38])=[O:39])[CH2:22][CH2:21]4)[n:19]3)[o:13]2)[cH:7][cH:8]1. Starting materials: COc1ccccc1Oc1c(NS(=O)(=O)c2ccc(C(C)C)cn2)nc(-c2ncccn2)nc1OCCN, O=S(=O)(Cl)c1cccs1. Product: COc1ccccc1Oc1c(NS(=O)(=O)c2ccc(C(C)C)cn2)nc(-c2ncccn2)nc1OCCNS(=O)(=O)c1cccs1. As a reaction SMILES: [CH:1]([CH3:2])([CH3:3])[c:4]1[cH:5][cH:6][c:7]([S:10](=[O:11])(=[O:12])[NH:13][c:14]2[n:15][c:16](-[c:33]3[n:34][cH:35][cH:36][cH:37][n:38]3)[n:17][c:18]([O:29][CH2:30][CH2:31][NH2:32])[c:19]2[O:20][c:21]2[c:22]([O:27][CH3:28])[cH:23][cH:24][cH:25][cH:26]2)[n:8][cH:9]1.[s:39]1[c:40]([S:44](=[O:45])(=[O:46])[Cl:47])[cH:41][cH:42][cH:43]1>>[CH:1]([CH3:2])([CH3:3])[c:4]1[cH:5][cH:6][c:7]([S:10](=[O:11])(=[O:12])[NH:13][c:14]2[n:15][c:16](-[c:33]3[n:34][cH:35][cH:36][cH:37][n:38]3)[n:17][c:18]([O:29][CH2:30][CH2:31][NH:32][S:44]([c:40]3[s:39][cH:43][cH:42][cH:41]3)(=[O:45])=[O:46])[c:19]2[O:20][c:21]2[c:22]([O:27][CH3:28])[cH:23][cH:24][cH:25][cH:26]2)[n:8][cH:9]1. The reactants are COCO[C@H]1C[C@@H](CC2=CC=C3[C@@H]4CC[C@H](C(C)C=O)[C@]4(CC[C@@H]3[C@@]12C)C)OCOC (1α,3β-bis(methoxymethoxy)pregna-5,7-diene-20-carbaldehyde), COC(=O)O[C@H]1C[C@@H](CC2=CC=C3[C@@H]4CC[C@H](C(C)C=O)[C@]4(CC[C@@H]3[C@@]12C)C)OC(=O)OC (1α,3β-bis(methoxycarbonyloxy)pregna-5,7-diene-20-carbaldehyde). The product is COCO[C@H]1C[C@@H](CC2=CC=C3[C@@H]4CC[C@H](C(C)C(=O)O)[C@]4(CC[C@@H]3[C@@]12C)C)OCOC (1α,3β-bis(methoxymethoxy)pregna-5,7-diene-20-carboxylic acid). Isolated yield 73.5%. RXN SMILES: [CH3:1][O:2][CH2:3][O:4][C@@H:5]1[C@@:25]2([CH3:26])[C:9](=[CH:10][CH:11]=[C:12]3[C@@H:24]2[CH2:23][CH2:22][C@@:21]2([CH3:27])[C@H:13]3[CH2:14][CH2:15][C@@H:16]2[CH:17]([CH:19]=[O:20])[CH3:18])[CH2:8][C@@H:7]([O:28][CH2:29][O:30][CH3:31])[CH2:6]1.C[O:33]C(O[C@@H]1[C@@]2(C)C(=CC=C3[C@@H]2CC[C@@]2(C)[C@H]3CC[C@@H]2C(C=O)C)C[C@@H](OC(OC)=O)C1)=O>>[CH3:1][O:2][CH2:3][O:4][C@@H:5]1[C@@:25]2([CH3:26])[C:9](=[CH:10][CH:11]=[C:12]3[C@@H:24]2[CH2:23][CH2:22][C@@:21]2([CH3:27])[C@H:13]3[CH2:14][CH2:15][C@@H:16]2[CH:17]([C:19]([OH:33])=[O:20])[CH3:18])[CH2:8][C@@H:7]([O:28][CH2:29][O:30][CH3:31])[CH2:6]1. Reported procedure: The procedure of Example 6 was repeated except that 105 mg of 1α,3β-bis(methoxymethoxy)pregna-5,7-diene-20-carbaldehyde was used in lieu of 120 mg of 1α,3β-bis(methoxycarbonyloxy)pregna-5,7-diene-20-carbaldehyde to give 80 mg of 1α,3β-bis(methoxymethoxy)pregna-5,7-diene-20-carboxylic acid.